From a dataset of the Open Reaction Database (ORD), a public repository of structured organic reaction records. describe an organic reaction: reactants, conditions, products, and yield Reactants: C(C)OC(\C=C\C1=CC(=C(C=C1)Cl)O)=O ((E)-3-(4-Chloro-3-hydroxy-phenyl)-acrylic acid ethyl ester). Run in Cl (HCl), C(C)(=O)O (acetic acid). Conditions: temperature 85 celsius. Yields the product ClC1=C(C=C(C=C1)/C=C/C(=O)O)O ((E)-3-(4-chloro-3-hydroxy-phenyl)-acrylic acid). Yield: 96.8%. RXN SMILES: C([O:3][C:4](=[O:15])/[CH:5]=[CH:6]/[C:7]1[CH:12]=[CH:11][C:10]([Cl:13])=[C:9]([OH:14])[CH:8]=1)C>Cl.C(O)(=O)C>[Cl:13][C:10]1[CH:11]=[CH:12][C:7](/[CH:6]=[CH:5]/[C:4]([OH:15])=[O:3])=[CH:8][C:9]=1[OH:14]. Procedure details: (E)-3-(4-Chloro-3-hydroxy-phenyl)-acrylic acid ethyl ester (1.45 g, 6.4 mmol) was dissolved in a mixture of 6N HCl (8 ml) and acetic acid (8 ml) and heated at 85° C. for 3.5 hrs. Solvents were evaporated, giving 1.23 g of (E)-3-(4-chloro-3-hydroxy-phenyl)-acrylic acid as a light yellow solid. The reactants are [Al+3], C1CCOC1, N#Cc1ccc(N2C3CCCC2CC3)c(F)c1, [H-], [H-], [H-], [H-], [Li+]. The product is NCc1ccc(N2C3CCCC2CC3)c(F)c1. Reaction SMILES: [Al+3:2].[CH2:24]1[O:25][CH2:26][CH2:27][CH2:28]1.[CH:7]12[CH2:8][CH2:9][CH2:10][CH:11]([CH2:12][CH2:13]1)[N:14]2[c:15]1[c:16]([F:23])[cH:17][c:18]([C:19]#[N:20])[cH:21][cH:22]1.[H-:1].[H-:4].[H-:5].[H-:6].[Li+:3]>>[CH:7]12[CH2:8][CH2:9][CH2:10][CH:11]([CH2:12][CH2:13]1)[N:14]2[c:15]1[c:16]([F:23])[cH:17][c:18]([CH2:19][NH2:20])[cH:21][cH:22]1. The product is CC(C)C=C.CCC=C (3-methylbutene-1 butene-1). Procedure details: The reactor which had been thoroughly dried and purged with nitrogen was charged with 77.0 mmol of diisobutylaluminum monochloride and 8.0 kg of liquefied 3-methylbutene-1 . The contents were heated to 70° C., and 9.05 g of the solid titanium trichloride catalyst complex as obtained in Preparation Example 1 was introduced under pressure into the reactor to start the polymerization. The polymerization was carried out while successively feeding butene-1. After 3.5 hours, 300 ml of isobutyl alcohol... Run at temperature 50 celsius, time 3.5 hour. As a reaction SMILES: [CH3:1][CH2:2][CH:3]=[CH2:4].[CH2:5](O)C(C)C>>[CH3:4][CH:3]([CH:2]=[CH2:1])[CH3:5].[CH3:4][CH2:3][CH:2]=[CH2:1] |f:2.3|. Starting materials: CCC=C (butene-1), CCC=C (butene-1), C(C(C)C)O (isobutyl alcohol). The reactants are N(C1=CC=CC=C1)C1=NC=2C3=C(CCC2C=N1)C(=NN3C)C(=O)OCC (ethyl 8-anilino-1-methyl-4,5-dihydro-1H-pyrazolo[4,3-h]quinazoline-3-carboxylate), C(O)CN (ethanolamine). The solvent is CO (methanol), CN(C=O)C (dimethylformamide). Reaction conditions: temperature 65 celsius. Product: N(C1=CC=CC=C1)C1=NC=2C3=C(CCC2C=N1)C(=NN3C)C(=O)NCCO (8-anilino-N-(2-hydroxyethyl)-1-methyl-4,5-dihydro-1H-pyrazolo[4,3-h]quinazoline-3-carboxamide). Yield: 60.0%. RXN SMILES: [NH:1]([C:8]1[N:17]=[CH:16][C:15]2[CH2:14][CH2:13][C:12]3[C:18]([C:22](OCC)=[O:23])=[N:19][N:20]([CH3:21])[C:11]=3[C:10]=2[N:9]=1)[C:2]1[CH:7]=[CH:6][CH:5]=[CH:4][CH:3]=1.[CH2:27]([CH2:29][NH2:30])[OH:28]>CO.CN(C)C=O>[NH:1]([C:8]1[N:17]=[CH:16][C:15]2[CH2:14][CH2:13][C:12]3[C:18]([C:22]([NH:30][CH2:29][CH2:27][OH:28])=[O:23])=[N:19][N:20]([CH3:21])[C:11]=3[C:10]=2[N:9]=1)[C:2]1[CH:3]=[CH:4][CH:5]=[CH:6][CH:7]=1. Procedure: To a suspension of 0.30 g (0.86 mmol) of ethyl 8-anilino-1-methyl-4,5-dihydro-1H-pyrazolo[4,3-h]quinazoline-3-carboxylate in a mixture of 10 mL of methanol and 10 mL of dimethylformamide, 5 mL of ethanolamine were added. The mixture was heated in a close bottle under stirring at 65° C. After 5 hours the solvent was removed, the residue redissolved with dichloromethane and washed with water. The organic layer was dried over Na2SO4 and evaporated. The residue was triturated with diethyl ether and ... Starting materials: COC(=O)c1sccc1C1=CCN(C(=O)OC(C)(C)C)CC1, CO. Product: COC(=O)c1sccc1C1CCN(C(=O)OC(C)(C)C)CC1. RXN SMILES: [C:1]([CH3:2])([CH3:3])([CH3:4])[O:5][C:6](=[O:7])[N:8]1[CH2:9][CH2:10][C:11]([c:14]2[c:15]([C:19](=[O:20])[O:21][CH3:22])[s:16][cH:17][cH:18]2)=[CH:12][CH2:13]1.[CH3:23][OH:24]>>[C:1]([CH3:2])([CH3:3])([CH3:4])[O:5][C:6](=[O:7])[N:8]1[CH2:9][CH2:10][CH:11]([c:14]2[c:15]([C:19](=[O:20])[O:21][CH3:22])[s:16][cH:17][cH:18]2)[CH2:12][CH2:13]1.